Dataset: the Open Reaction Database (ORD), a public repository of structured organic reaction records. Task: describe an organic reaction: reactants, conditions, products, and yield Starting materials: C(C)OC(C(C(=O)OCC)C(C1=CNC2=CN=CC=C21)C2=CC=CC=C2)=O (2-[phenyl-(1H-pyrrolo[2,3-c]pyridin-3-yl)-methyl]-malonic acid diethyl ester), [OH-].[Na+] (NaOH), 5h. The yield is 93.4%. Procedure details: To a RT solution of 2-[phenyl-(1H-pyrrolo[2,3-c]pyridin-3-yl)-methyl]-malonic acid diethyl ester (0.33 g) in MeOH (30 mL) was added NaOH (2 M in water, 10 ml). The mixture was refluxed for 5h, cooled to RT, and concentrated. The residue was acidified by addition of HCl (1 M) and extracted with EtOAc. The combined extracts were refluxed for 10 h, cooled to RT, and concentrated. The residue was partitioned between water and EtOAc and extracted 3 times with EtOAc. The combined organic layers were d... RXN SMILES: C([O:3][C:4](=[O:27])[CH:5]([CH:11]([C:21]1[CH:26]=[CH:25][CH:24]=[CH:23][CH:22]=1)[C:12]1[C:20]2[C:15](=[CH:16][N:17]=[CH:18][CH:19]=2)[NH:14][CH:13]=1)C(OCC)=O)C.[OH-].[Na+]>CO>[C:21]1([CH:11]([C:12]2[C:20]3[C:15](=[CH:16][N:17]=[CH:18][CH:19]=3)[NH:14][CH:13]=2)[CH2:5][C:4]([OH:27])=[O:3])[CH:26]=[CH:25][CH:24]=[CH:23][CH:22]=1 |f:1.2|. The solvent is CO (MeOH). Yields the product C1(=CC=CC=C1)C(CC(=O)O)C1=CNC2=CN=CC=C21 (3-Phenyl-3-(1H-pyrrolo[2,3-c]pyridin-3-yl)-propionic acid).